Task: describe an organic reaction: reactants, conditions, products, and yield. Dataset: the Open Reaction Database (ORD), a public repository of structured organic reaction records Reactants: CN=C=O (methyl isocyanate), CN=C=O (methyl isocyanate), NC=1N=NC(=C(C1)C(C)(C)C)Cl (3-amino-6-chloro-5-(1,1-dimethylethyl)pyridazine). Reagents/catalysts: C(C)N(CC)CC (triethylamine). Run in C(Cl)Cl (methylene chloride), C(Cl)Cl (methylene chloride). Conditions: time 18 hour. The product is ClC1=C(C=C(N=N1)NC(=O)NC)C(C)(C)C (N-[6-Chloro-5-(1,1-dimethylethyl)-3-pyridazinyl]-N'-methylurea). As a reaction SMILES: [NH2:1][C:2]1[N:3]=[N:4][C:5]([Cl:12])=[C:6]([C:8]([CH3:11])([CH3:10])[CH3:9])[CH:7]=1.[CH3:13][N:14]=[C:15]=[O:16]>C(Cl)Cl.C(N(CC)CC)C>[Cl:12][C:5]1[N:4]=[N:3][C:2]([NH:1][C:15]([NH:14][CH3:13])=[O:16])=[CH:7][C:6]=1[C:8]([CH3:9])([CH3:11])[CH3:10]. Reported procedure: To a mixture of 1.3 g of (0.007 mole) of 3-amino-6-chloro-5-(1,1-dimethylethyl)pyridazine in 65 ml of methylene chloride was added one drop of triethylamine and 0.8 g (0.014 mole, 2.0 equivalents) of methyl isocyanate. The mixture was stirred at room temperature for about 18 hours. Additional methyl isocyanate (0.8 g, 0.140 mole, 2.0 equivalents) was added and about 3 hours later, the solution was diluted to 400 ml using methylene chloride. The solution was washed with four 40-ml portions of 1.0... The reactants are ICCCCCCI (1,6-Diiodohexane), N1=CC=CC=C1 (pyridine). Reaction conditions: temperature 65 celsius. Yields the product [I-].[I-].C(CCCCC[N+]1=CC=CC=C1)[N+]1=CC=CC=C1 (N,N′-Hexane-1,6-diyl-bis-pyridinium Diiodide). Reaction SMILES: [I:1][CH2:2][CH2:3][CH2:4][CH2:5][CH2:6][CH2:7]I.[N:9]1[CH:14]=[CH:13][CH:12]=[CH:11][CH:10]=1>>[I-:1].[I-:1].[CH2:2]([N+:9]1[CH:14]=[CH:13][CH:12]=[CH:11][CH:10]=1)[CH2:3][CH2:4][CH2:5][CH2:6][CH2:7][N+:9]1[CH:14]=[CH:13][CH:12]=[CH:11][CH:10]=1 |f:2.3.4|. Reported procedure: 1,6-Diiodohexane (mmol) was added to a solution (30 mL) of dry pyridine, and the solution heated for 24 hours at 65° C. The resulting precipitate was filtered, and the product washed five times with dry diethyl ether. The resulting yellow solid was isolated. 1H NMR (300 MHz, DMSO-D6) δ 9.11 (2H, d, C2&C6-H), 8.63 (1H, t, C4-H), 8.18 (2H, t, C3&C5-H), 4.59 (2H, t, C′1-CH2), 1.89 (2H, m, C′2-CH2), 1.28 (2H, m, C′3-CH2). The reactants are S(O)(O)(=O)=O (sulfuric acid), 4A, O[C@@H](CN[C@@H](CC1=CNC2=C(C=CC=C12)OCC(=O)O)C)C=1C=NC=CC1 ({3-[(2R)-2-((2R)-2-Hydroxy-2-pyridin-3-ylethylamino)propyl]-1H-indol-7-yloxy}acetic acid), C(C)O (ethanol). Product: O[C@@H](CN[C@@H](CC1=CNC2=C(C=CC=C12)OCC(=O)OCC)C)C=1C=NC=CC1 (ethyl {3-[(2R)-2-((2R)-2-hydroxy-2-pyridin-3-ylethylamino)propyl]-1H-indol-7-yloxy}acetate). As a reaction SMILES: [OH:1][C@H:2]([C:22]1[CH:23]=[N:24][CH:25]=[CH:26][CH:27]=1)[CH2:3][NH:4][C@H:5]([CH3:21])[CH2:6][C:7]1[C:15]2[C:10](=[C:11]([O:16][CH2:17][C:18]([OH:20])=[O:19])[CH:12]=[CH:13][CH:14]=2)[NH:9][CH:8]=1.S(=O)(=O)(O)O.[CH2:33](O)[CH3:34]>>[OH:1][C@H:2]([C:22]1[CH:23]=[N:24][CH:25]=[CH:26][CH:27]=1)[CH2:3][NH:4][C@H:5]([CH3:21])[CH2:6][C:7]1[C:15]2[C:10](=[C:11]([O:16][CH2:17][C:18]([O:20][CH2:33][CH3:34])=[O:19])[CH:12]=[CH:13][CH:14]=2)[NH:9][CH:8]=1. Procedure: {3-[(2R)-2-((2R)-2-Hydroxy-2-pyridin-3-ylethylamino)propyl]-1H-indol-7-yloxy}acetic acid (65 mg, 0.176 mmol) is dissolved in ethanol (5 mL), and thereto are added conc. sulfuric acid (0.1 mL) and Molecular Sieves 4A powder (trade name, 0.3 g), and the mixture is refluxed for 20 hours. After cooling, the insoluble materials are removed by filtration, and a saturated aqueous sodium hydrogen carbonate solution is added to the filtrate. The mixture is evaporated under reduced pressure to remove etha... Reported procedure: 376 mg (1 mmol) of 4-(2-(5-chloro-2-methoxybenzamido)ethyl)piperidine-1-sulfonamide and 160 mg (4 mmol) of sodium hydroxide were heated in 5 ml of N-methyl-2-pyrrolidone with 410 mg (2 mmol) of N-(n-propyl)trichloroacetamide at 80° C. for 10 minutes. The reaction mixture was poured onto ice/2 M hydrochloric acid, and the precipitated solid was filtered off with suction and washed with water until neutral. Purification by chromatography (silica gel; toluene/ethanol/ethyl acetate 8/1/1) resulted i... Yields the product ClC=1C=CC(=C(C(=O)NCCC2CCN(CC2)S(=O)(=O)NC(=O)NCCC)C1)OC (5-Chloro-2-methoxy-N-(2-(1-(3-propylureidosulfonyl)piperidin-4-yl)ethyl)benzamide). The yield is 14.1%. Solvent: CN1C(CCC1)=O (N-methyl-2-pyrrolidone). As a reaction SMILES: [Cl:1][C:2]1[CH:3]=[CH:4][C:5]([O:23][CH3:24])=[C:6]([CH:22]=1)[C:7]([NH:9][CH2:10][CH2:11][CH:12]1[CH2:17][CH2:16][N:15]([S:18]([NH2:21])(=[O:20])=[O:19])[CH2:14][CH2:13]1)=[O:8].[OH-].[Na+].[CH2:27]([NH:30][C:31](=[O:36])C(Cl)(Cl)Cl)[CH2:28][CH3:29]>CN1CCCC1=O>[Cl:1][C:2]1[CH:3]=[CH:4][C:5]([O:23][CH3:24])=[C:6]([CH:22]=1)[C:7]([NH:9][CH2:10][CH2:11][CH:12]1[CH2:17][CH2:16][N:15]([S:18]([NH:21][C:31]([NH:30][CH2:27][CH2:28][CH3:29])=[O:36])(=[O:20])=[O:19])[CH2:14][CH2:13]1)=[O:8] |f:1.2|. Reactants: ClC=1C=CC(=C(C(=O)NCCC2CCN(CC2)S(=O)(=O)N)C1)OC (4-(2-(5-chloro-2-methoxybenzamido)ethyl)piperidine-1-sulfonamide), [OH-].[Na+] (sodium hydroxide), C(CC)NC(C(Cl)(Cl)Cl)=O (N-(n-propyl)trichloroacetamide).